From a dataset of the Open Reaction Database (ORD), a public repository of structured organic reaction records. describe an organic reaction: reactants, conditions, products, and yield Starting materials: CC(C)C(=O)/C(=C\C1=CC=C(C=C1)F)/C(=O)OC ((E/Z)-4-carboxymethyl-5-(4-fluorophenyl)-2-methyl-pent-4-en-3-one), NC(=CC(=O)OCC)C(C)C (ethyl 3-amino-4-methyl-pent-2-enoate), C(C)(O)O (ethanediol). Conditions: temperature 0 celsius, time 8 hour. The product is C(C)(C)C=1NC(=C(C(C1C(=O)OCC)C1=CC=C(C=C1)F)C(=O)OCC)C(C)C (Diethyl 1,4-Dihydro-2,6-diisopropyl-4-(4-fluorophenyl)pyridine-3,5-dicarboxylate). RXN SMILES: [CH3:1][CH:2]([C:4](/[C:6](/[C:15]([O:17][CH3:18])=[O:16])=[CH:7]\[C:8]1[CH:13]=[CH:12][C:11]([F:14])=[CH:10][CH:9]=1)=O)[CH3:3].[NH2:19][C:20]([CH:27]([CH3:29])[CH3:28])=[CH:21][C:22]([O:24][CH2:25][CH3:26])=[O:23].[CH:30](O)(O)C>>[CH:2]([C:4]1[NH:19][C:20]([CH:27]([CH3:28])[CH3:29])=[C:21]([C:22]([O:24][CH2:25][CH3:26])=[O:23])[CH:7]([C:8]2[CH:13]=[CH:12][C:11]([F:14])=[CH:10][CH:9]=2)[C:6]=1[C:15]([O:17][CH2:18][CH3:30])=[O:16])([CH3:3])[CH3:1]. Procedure: 528 g (2 mol) of (E/Z)-4-carboxymethyl-5-(4-fluorophenyl)-2-methyl-pent-4-en-3-one and 350 g (2 mol) of 90% ethyl 3-amino-4-methyl-pent-2-enoate are stirred in 1800 ml ethanediol overnight at a bath temperature of 200° C. The mixture is cooled slowly and poured into a large glass beaker at approx. 80° C. After further cooling to 0° C., the solution is drawn off by suction from the precipitated sediment, then the sediment is washed well with ice cold ethanol and dried in a desiccator. The ethanol...